From a dataset of the Open Reaction Database (ORD), a public repository of structured organic reaction records. describe an organic reaction: reactants, conditions, products, and yield RXN SMILES: [NH:1]1[C:2]([NH:7][CH2:8][CH2:9][CH:10]([c:11]2[cH:12][cH:13][cH:14][cH:15][cH:16]2)[OH:17])=[N:3][CH2:4][CH2:5][CH2:6]1.[Na+:24].[OH-:23].[S:18](=[O:19])(=[O:20])([OH:21])[OH:22]>>[N:1]1=[C:2]2[N:3]([CH2:4][CH2:5][CH2:6]1)[CH:10]([c:11]1[cH:12][cH:13][cH:14][cH:15][cH:16]1)[CH2:9][CH2:8][NH:7]2. Starting materials: OC(CCNC1=NCCCN1)c1ccccc1, [Na+], [OH-], O=S(=O)(O)O. Product: c1ccc(C2CCNC3=NCCCN32)cc1. RXN SMILES: [Br:1][C:2]1[CH:7]=[CH:6][C:5]([SH:8])=[CH:4][CH:3]=1.[CH:9]([Si:12](Cl)([CH:16]([CH3:18])[CH3:17])[CH:13]([CH3:15])[CH3:14])([CH3:11])[CH3:10].N12CCCN=C1CCCCC2>C1COCC1>[Br:1][C:2]1[CH:7]=[CH:6][C:5]([S:8][Si:12]([CH:16]([CH3:18])[CH3:17])([CH:13]([CH3:15])[CH3:14])[CH:9]([CH3:11])[CH3:10])=[CH:4][CH:3]=1. Procedure details: To a solution of 45 grams of 4-bromothiophenol in 250 mL of THF was added 53 mL of triisopropylsilyl chloride and 38 mL of DBU (1,8-diazabicyclo[5.4.0]undec-7-ene) under a nitrogen atmosphere. The reaction mixture heated spontaneously to reflux. The reaction mixture was allowed to cool and was diluted with 500 mL of hexanes. The resultant white suspension was filtered through a pad of Celite® (diatomaceous earth), and the filter cake was washed with additional hexanes and 100 mL of ether. The fi... The solvent is C1CCOC1 (THF), hexanes. The product is BrC1=CC=C(C=C1)S[Si](C(C)C)(C(C)C)C(C)C ([(4-bromophenyl)thio]tris(1-methylethyl)silane). Starting materials: BrC1=CC=C(C=C1)S (4-bromothiophenol), C(C)(C)[Si](C(C)C)(C(C)C)Cl (triisopropylsilyl chloride), N12CCCCCC2=NCCC1 (DBU). Starting materials: BrC=1N=C(C=2N(C1)C=CN2)Br (6,8-dibromoimidazo[1,2-a]pyrazine), N.O (ammonia water). Reaction conditions: temperature 85 celsius. Yields the product NC=1C=2N(C=C(N1)Br)C=CN2 (8-Amino-6-bromoimidazo[1,2-a]pyrazine). Run in CN (methyl amine). Reaction SMILES: [Br:1][C:2]1[N:3]=[C:4](Br)[C:5]2[N:6]([CH:8]=[CH:9][N:10]=2)[CH:7]=1.[NH3:12].O>CN>[NH2:12][C:4]1[C:5]2[N:6]([CH:8]=[CH:9][N:10]=2)[CH:7]=[C:2]([Br:1])[N:3]=1 |f:1.2|. Reported procedure: Procedure 1: A mixture of 1.00 eq. of 6,8-imidazo[1,2-a]pyrazine 3 in 28% ammonia/water solution or 40% aqueous methyl amine is heated to between 80 to 90° C. for 24 hr. The resulting mixture is partitioned between CH2Cl2 and H2O. The aqueous layer is extracted with CH2Cl2 and the combined organic extracts are dried over Na2SO4. The solvent is removed under reduced pressure and the resulting residue is crystallized from ethanol to yield 4. Starting materials: ClC1=C2C(=NC=C1)C=C(S2)C(=O)N2CC(CC2)O ((7-chloro-thieno[3,2-b]pyridin-2-yl)-(3-hydroxy-pyrrolidin-1-yl)-methanone), ClC1=C(C=CC(=C1)O)CC(=O)NC (2-(2-Chloro-4-hydroxy-phenyl)-N-methyl-acetamide). Yields the product ClC1=C(C=CC(=C1)OC1=C2C(=NC=C1)C=C(S2)C(=O)N2C[C@@H](CC2)O)CC(=O)NC (2-{2-Chloro-4-[2-((R)-3-hydroxy-pyrrolidine-1-carbonyl)-thieno[3,2-b]pyridin-7-yloxy]-phenyl}-N-methyl-acetamide). As a reaction SMILES: Cl[C:2]1[CH:7]=[CH:6][N:5]=[C:4]2[CH:8]=[C:9]([C:11]([N:13]3[CH2:17][CH2:16][CH:15]([OH:18])[CH2:14]3)=[O:12])[S:10][C:3]=12.[Cl:19][C:20]1[CH:25]=[C:24]([OH:26])[CH:23]=[CH:22][C:21]=1[CH2:27][C:28]([NH:30][CH3:31])=[O:29]>>[Cl:19][C:20]1[CH:25]=[C:24]([O:26][C:2]2[CH:7]=[CH:6][N:5]=[C:4]3[CH:8]=[C:9]([C:11]([N:13]4[CH2:17][CH2:16][C@@H:15]([OH:18])[CH2:14]4)=[O:12])[S:10][C:3]=23)[CH:23]=[CH:22][C:21]=1[CH2:27][C:28]([NH:30][CH3:31])=[O:29]. Procedure: was prepared from coupling of (7-chloro-thieno[3,2-b]pyridin-2-yl)-(3-hydroxy-pyrrolidin-1-yl)-methanone (2b) with intermediate 63a following Method C. 1H NMR (300 MHz, CD3OD) δ 8.45 (d, 1H, J=5.47 Hz), 7.84 (d, 1H, J=17.33 Hz), 7.40 (d, 1H, J=8.48 Hz), 7.29 (d, 1H, J=2.26 Hz), 7.13–7.08 (m, 1H), 6.74 (d, 1H, J=5.46 Hz), 4.42 (bs, 1H), 4.03–3.90 (m, 2H), 3.74–3.58(m, 5H), 2.66 (s, 3H), 2.10–1.97(m, 2H). LCMS (ESI+) [M+H]/z Calc'd 446, found 446. Anal. (C21H20N3O4SCl.0.7CH2Cl2), C, H, N. Reactants: C(CCC)[Li] (n-butyllithium), FC1=C(C=CC=C1F)C1=CC=C(C=C1)OCCCCCCCC (2,3-difluoro-4′-octyloxybiphenyl), B(OC)(OC)OC (trimethyl borate), OO (hydrogen peroxide). The solvent is C1CCOC1 (THF), C1CCOC1 (THF), C(C)(=O)O (acetic acid). Run at temperature -78 celsius, time 2 hour. Yields the product FC1=C(C=CC(=C1F)O)C1=CC=C(C=C1)OCCCCCCCC (2,3-Difluoro-4-hydroxy-4′-octyloxybiphenyl). Isolated yield 68.8%. Reaction SMILES: C([Li])CCC.[F:6][C:7]1[C:12]([F:13])=[CH:11][CH:10]=[CH:9][C:8]=1[C:14]1[CH:19]=[CH:18][C:17]([O:20][CH2:21][CH2:22][CH2:23][CH2:24][CH2:25][CH2:26][CH2:27][CH3:28])=[CH:16][CH:15]=1.B(OC)(OC)[O:30]C.OO>C1COCC1.C(O)(=O)C>[F:6][C:7]1[C:12]([F:13])=[C:11]([OH:30])[CH:10]=[CH:9][C:8]=1[C:14]1[CH:19]=[CH:18][C:17]([O:20][CH2:21][CH2:22][CH2:23][CH2:24][CH2:25][CH2:26][CH2:27][CH3:28])=[CH:16][CH:15]=1. Procedure: A solution of n-butyllithium (1.60 ml, 10.0 M in hexanes, 0.016 mol) was added dropwise to a stirred, cooled (−78° C.) solution of 2,3-difluoro-4′-octyloxybiphenyl [see M. Hird and K. L. Toyne, J. Mater. Chem., 1995, 5, 2239] (4.70 g, 0.015 mol) in dry THF (250 ml) under dry nitrogen. The mixture was stirred at −78° C. for 2 hr and a solution of trimethyl borate (3.15 g, 0.030 mol) in dry THF (10 ml) was added. The mixture was allowed to warm to room temperature overnight and a solution of 30% h... Starting materials: ClC1=NC=C(C(=N1)NC1=CC2=C(C=C1)OCCO2)F (2-chloro-N4-(3,4-ethylenedioxyphenyl)-5-fluoro-4-pyrimidineamine), O1C2=C(CC1)C=C(C=C2)CN (2,3-dihydrobenzo[b]furan-5-ylmethylamine). Product: O1C2=C(CC1)C=C(C=C2)CNC2=NC=C(C(=N2)NC2=CC1=C(C=C2)OCCO1)F (N2-[2,3-dihydrobenzo[b]furan-5-ylmethyl]-N4-(3,4-ethylenedioxyphenyl)-5-fluoro-2,4-pyrimidinediamine). Reaction SMILES: Cl[C:2]1[N:7]=[C:6]([NH:8][C:9]2[CH:14]=[CH:13][C:12]3[O:15][CH2:16][CH2:17][O:18][C:11]=3[CH:10]=2)[C:5]([F:19])=[CH:4][N:3]=1.[O:20]1[CH2:24][CH2:23][C:22]2[CH:25]=[C:26]([CH2:29][NH2:30])[CH:27]=[CH:28][C:21]1=2>>[O:20]1[CH2:24][CH2:23][C:22]2[CH:25]=[C:26]([CH2:29][NH:30][C:2]3[N:7]=[C:6]([NH:8][C:9]4[CH:14]=[CH:13][C:12]5[O:15][CH2:16][CH2:17][O:18][C:11]=5[CH:10]=4)[C:5]([F:19])=[CH:4][N:3]=3)[CH:27]=[CH:28][C:21]1=2. Procedure details: In like manner to the preparation of N4-(3-aminophenyl)-N2-[2-(methoxycarbonyl)-benzofurane-5-yl]-5-fluoro-2,4-pyrimidinediamine, 2-chloro-N4-(3,4-ethylenedioxyphenyl)-5-fluoro-4-pyrimidineamine and 2,3-dihydrobenzo[b]furan-5-ylmethylamine were reacted to give N2-[2,3-dihydrobenzo[b]furan-5-ylmethyl]-N4-(3,4-ethylenedioxyphenyl)-5-fluoro-2,4-pyrimidinediamine. LCMS: ret. time: 21.43 min.; purity: 97.5%; MS (m/e): 395.05 (MH+). Reactants: C(C1=CC=CC=C1)(=O)C(=O)O (benzoylformic acid), C(C=C)OCC(CO)O (3-allyloxy-1,2-propanediol). Product: O=C(C(=O)OC(COC(C(C1=CC=CC=C1)=O)=O)COCC=C)C1=CC=CC=C1 (1-allyloxymethyl-2-(2-oxo-2-phenylacetoxy)ethyl Oxophenylacetate). As a reaction SMILES: [C:1]([C:9]([OH:11])=[O:10])(=[O:8])[C:2]1[CH:7]=[CH:6][CH:5]=[CH:4][CH:3]=1.[CH2:12]([O:15][CH2:16][CH:17](O)[CH2:18][OH:19])[CH:13]=[CH2:14]>>[O:8]=[C:1]([C:2]1[CH:7]=[CH:6][CH:5]=[CH:4][CH:3]=1)[C:9]([O:11][CH:17]([CH2:16][O:15][CH2:12][CH:13]=[CH2:14])[CH2:18][O:19][C:9](=[O:10])[C:1](=[O:8])[C:2]1[CH:7]=[CH:6][CH:5]=[CH:4][CH:3]=1)=[O:10]. Procedure: The compound of Example A.8 is prepared by the method described in Example A.7 using 2.2 mole equivalents of benzoylformic acid (glyoxalic acid) and 1 mole equivalent of 3-allyloxy-1,2-propanediol.